Dataset: the Open Reaction Database (ORD), a public repository of structured organic reaction records. Task: describe an organic reaction: reactants, conditions, products, and yield Reactants: CCOC(=O)N1CCC(Oc2ccc(F)cc2)C(c2ccccc2)C1, CCO, CCOC(C)=O, Cl, [Na+], [OH-]. Yields the product Cl, Fc1ccc(OC2CCNCC2c2ccccc2)cc1. As a reaction SMILES: [CH2:1]([O:2][C:3](=[O:4])[N:6]1[CH2:7][CH:8]([c:20]2[cH:21][cH:22][cH:23][cH:24][cH:25]2)[CH:9]([O:12][c:13]2[cH:14][cH:15][c:16]([F:19])[cH:17][cH:18]2)[CH2:10][CH2:11]1)[CH3:5].[CH3:26][CH2:27][OH:28].[CH3:32][CH2:33][O:34][C:35](=[O:36])[CH3:37].[ClH:31].[Na+:30].[OH-:29]>>[ClH:31].[NH:6]1[CH2:7][CH:8]([c:20]2[cH:21][cH:22][cH:23][cH:24][cH:25]2)[CH:9]([O:12][c:13]2[cH:14][cH:15][c:16]([F:19])[cH:17][cH:18]2)[CH2:10][CH2:11]1. The reactants are BrC=1C=C2C(=NC1)C(CN2C2=C(C(=NC1=CC(=CC=C21)F)C2=NC=CC=C2)C)(C)C (4-(6-bromo-3,3-dimethyl-2,3-dihydro-1H-pyrrolo[3,2-b]pyridin-1-yl)-7-fluoro-3-methyl-2-(pyridin-2-yl)quinoline), CC(C)([O-])C.[Na+] (sodium tert-butoxide), CC(C)C1=CC(=C(C(=C1)C(C)C)C2=C(C=CC=C2)P(C3CCCCC3)C4CCCCC4)C(C)C (XPhos), N1CCOCC1 (morpholine). Reagents/catalysts: C=1C=CC(=CC1)/C=C/C(=O)/C=C/C2=CC=CC=C2.C=1C=CC(=CC1)/C=C/C(=O)/C=C/C2=CC=CC=C2.C=1C=CC(=CC1)/C=C/C(=O)/C=C/C2=CC=CC=C2.[Pd].[Pd] (Pd2dba3). Solvent: C1(=CC=CC=C1)C (toluene). The product is CC1(CN(C=2C1=NC=C(C2)N2CCOCC2)C2=C(C(=NC1=CC(=CC=C21)F)C2=NC=CC=C2)C)C (4-(3,3-Dimethyl-6-(4-morpholinyl)-2,3-dihydro-1H-pyrrolo[3,2-b]pyridin-1-yl)-7-fluoro-3-methyl-2-(2-pyridinyl)quinoline). Reaction SMILES: Br[C:2]1[CH:3]=[C:4]2[N:10]([C:11]3[C:20]4[C:15](=[CH:16][C:17]([F:21])=[CH:18][CH:19]=4)[N:14]=[C:13]([C:22]4[CH:27]=[CH:26][CH:25]=[CH:24][N:23]=4)[C:12]=3[CH3:28])[CH2:9][C:8]([CH3:30])([CH3:29])[C:5]2=[N:6][CH:7]=1.CC(C1C=C(C(C)C)C(C2C=CC=CC=2P(C2CCCCC2)C2CCCCC2)=C(C(C)C)C=1)C.[NH:65]1[CH2:70][CH2:69][O:68][CH2:67][CH2:66]1.CC(C)([O-])C.[Na+]>C1(C)C=CC=CC=1.C1C=CC(/C=C/C(/C=C/C2C=CC=CC=2)=O)=CC=1.C1C=CC(/C=C/C(/C=C/C2C=CC=CC=2)=O)=CC=1.C1C=CC(/C=C/C(/C=C/C2C=CC=CC=2)=O)=CC=1.[Pd].[Pd]>[CH3:29][C:8]1([CH3:30])[C:5]2=[N:6][CH:7]=[C:2]([N:65]3[CH2:70][CH2:69][O:68][CH2:67][CH2:66]3)[CH:3]=[C:4]2[N:10]([C:11]2[C:20]3[C:15](=[CH:16][C:17]([F:21])=[CH:18][CH:19]=3)[N:14]=[C:13]([C:22]3[CH:27]=[CH:26][CH:25]=[CH:24][N:23]=3)[C:12]=2[CH3:28])[CH2:9]1 |f:3.4,6.7.8.9.10|. Procedure details: Prepared according to procedure N using 4-(6-bromo-3,3-dimethyl-2,3-dihydro-1H-pyrrolo[3,2-b]pyridin-1-yl)-7-fluoro-3-methyl-2-(pyridin-2-yl)quinoline (75 mg, 0.162 mmol), Pd2dba3 (3.8 mg, 0.016 mmol), XPhos (15.4 mg, 0.032 mmol), morpholine (1.6.9 mL, 0.194 mmol) and sodium tert-butoxide (31.1 mg, 0.324 mmol) in toluene (6 mL). After purification 4-(3,3-dimethyl-6-(4-morpholinyl)-2,3-dihydro-1H-pyrrolo[3,2-b]pyridin-1-yl)-7-fluoro-3-methyl-2-(2-pyridinyl)quinoline was obtained as a yellow solid...